Task: describe an organic reaction: reactants, conditions, products, and yield. Dataset: the Open Reaction Database (ORD), a public repository of structured organic reaction records Starting materials: OC1=C(C=CC(=C1CCC)OCC1=CC=C(C=C1)[N+](=O)[O-])C(C)=O (1-[2-hydroxy-4-(4-nitro-benzyloxy)-3-propyl-phenyl]-ethanone), Cl (hydrochloric acid), stannous chloride dihydrate. Solvent: O1CCCC1 (tetrahydrofuran). Conditions: time 8 hour. The product is NC1=CC=C(COC2=C(C(=C(C=C2)C(C)=O)O)CCC)C=C1 (1-[4-(4-amino-benzyloxy)-2-hydroxy-3-propyl-phenyl]-ethanone). Reaction SMILES: [OH:1][C:2]1[C:7]([CH2:8][CH2:9][CH3:10])=[C:6]([O:11][CH2:12][C:13]2[CH:18]=[CH:17][C:16]([N+:19]([O-])=O)=[CH:15][CH:14]=2)[CH:5]=[CH:4][C:3]=1[C:22](=[O:24])[CH3:23].Cl>O1CCCC1>[NH2:19][C:16]1[CH:17]=[CH:18][C:13]([CH2:12][O:11][C:6]2[CH:5]=[CH:4][C:3]([C:22](=[O:24])[CH3:23])=[C:2]([OH:1])[C:7]=2[CH2:8][CH2:9][CH3:10])=[CH:14][CH:15]=1. Reported procedure: To 1-[2-hydroxy-4-(4-nitro-benzyloxy)-3-propyl-phenyl]-ethanone (1.0 g, 3.0 mmol) in tetrahydrofuran (13 mL) is added concentrated hydrochloric acid (2.7 mL) and stannous chloride dihydrate (2.2 g, 9.9 mmol). The reaction mixture is stirred at room temperature overnight. The reaction mixture is quenched into saturated aqueous NH4Cl (100 mL). The resulting emulsion is filtered and the filtrate extracted with ethyl acetate (3×100 mL). The combined organic layers are washed with brine, dried over s...